This data is from the Open Reaction Database (ORD), a public repository of structured organic reaction records. The task is: describe an organic reaction: reactants, conditions, products, and yield The reactants are ethyl ester, C1(CCCCC1)C=1C=CC2=C(CCC(O2)C(=O)O)C1 (6-cyclohexyl-3,4-dihydro-2H-1-benzopyran-2-carboxylic acid), C(C=C)N (2-propenamine). Yields the product C1(CCCCC1)C=1C=CC2=C(CCC(O2)C(=O)NCC=C)C1 (6-Cyclohexyl-3,4-dihydro-N-(2-propenyl)-2H-1-benzopyran-2-carboxamide). Reaction SMILES: [CH:1]1([C:7]2[CH:8]=[CH:9][C:10]3[O:15][CH:14]([C:16]([OH:18])=O)[CH2:13][CH2:12][C:11]=3[CH:19]=2)[CH2:6][CH2:5][CH2:4][CH2:3][CH2:2]1.[CH2:20]([NH2:23])[CH:21]=[CH2:22]>>[CH:1]1([C:7]2[CH:8]=[CH:9][C:10]3[O:15][CH:14]([C:16]([NH:23][CH2:20][CH:21]=[CH2:22])=[O:18])[CH2:13][CH2:12][C:11]=3[CH:19]=2)[CH2:2][CH2:3][CH2:4][CH2:5][CH2:6]1. Procedure: 5 Also was prepared, as white crystals, mp: 93°-94° C., by the procedure described in the last paragraph of Example 2, from the ethyl ester of 6-cyclohexyl-3,4-dihydro-2H-1-benzopyran-2-carboxylic acid (Witiak et al. (1975)) and 2-propenamine. The reactants are C1(C=CC(C=C1)=O)=O (Benzoquinone), potassium phenylacetylide, C[Si](C)(C)[N-][Si](C)(C)C.[K+] (potassium bis(trimethylsilyl)amide), C1(=CC=CC=C1)C#C (phenylacetylene). Run in C1CCOC1 (THF), C1CCOC1 (THF). Run at temperature -78 celsius, time 10 minute. The product is OC1(C=CC(C=C1)=O)C#CC1=CC=CC=C1 (4-Hydroxy-4-(phenylethynyl)-2,5-cyclohexadiene-1-one). RXN SMILES: C[Si]([N-][Si](C)(C)C)(C)C.[K+].[C:11]1([C:17]#[CH:18])[CH:16]=[CH:15][CH:14]=[CH:13][CH:12]=1.[C:19]1(=[O:26])[CH:24]=[CH:23][C:22](=[O:25])[CH:21]=[CH:20]1>C1COCC1>[OH:25][C:22]1([C:18]#[C:17][C:11]2[CH:16]=[CH:15][CH:14]=[CH:13][CH:12]=2)[CH:23]=[CH:24][C:19](=[O:26])[CH:20]=[CH:21]1 |f:0.1|. Reported procedure: A suspension of potassium bis(trimethylsilyl)amide (1.95 g, 0.0098 mole) in 20 mL of dry THF was treated with phenylacetylene (0.92 g, 0.009 mole). A flocculant white precipitate formed immediately. Benzoquinone (0.97 g, 0.009 mole) was dissolved in dry THF (10 mL) and cooled to -78° C. The potassium phenylacetylide generated above was added dropwise over a period of about 10 min. The reaction was stirred an additional 10 min, quenched by adding saturated ammonium chloride solution (20 mL) and a... Starting materials: Cl (HCl), OC=1C=C2CCC(OC2=C2C1C1CCC2C1)(C)CCC(=O)O (3-(6-hydroxy-2-methyl-3,4,7,8,9,10-hexahydro-7,10-methano-2H-benzo[h]chromen-2-yl)-propionic acid), [OH-].[Na+] (NaOH), C(C=C(C)C)Br (prenyl bromide). Solvent: CCOC(=O)C (EtOAc). Conditions: time 7 hour. The product is OC=1C(=C2CCC(OC2=C2C1C1CCC2C1)(C)CCC(=O)O)CC=C(C)C (3-[6-hydroxy-2-methyl-5-(3-methyl-but-2-enyl)-3,4,7,8,9,10-hexahydro-7,10-methano-2H-benzo[h]chromen-2-yl]-propionic acid). Reaction SMILES: [OH:1][C:2]1[CH:3]=[C:4]2[C:9](=[C:10]3[CH:15]4[CH2:16][CH:12]([CH2:13][CH2:14]4)[C:11]=13)[O:8][C:7]([CH2:18][CH2:19][C:20]([OH:22])=[O:21])([CH3:17])[CH2:6][CH2:5]2.[OH-].[Na+].[CH2:25](Br)[CH:26]=[C:27]([CH3:29])[CH3:28].Cl>CCOC(C)=O>[OH:1][C:2]1[C:3]([CH2:25][CH:26]=[C:27]([CH3:29])[CH3:28])=[C:4]2[C:9](=[C:10]3[CH:15]4[CH2:16][CH:12]([CH2:13][CH2:14]4)[C:11]=13)[O:8][C:7]([CH2:18][CH2:19][C:20]([OH:22])=[O:21])([CH3:17])[CH2:6][CH2:5]2 |f:1.2|. Procedure details: A solution of 3-(6-hydroxy-2-methyl-3,4,7,8,9,10-hexahydro-7,10-methano-2H-benzo[h]chromen-2-yl)-propionic acid, (2.39 mmol) in 1M aq. NaOH (4.8 mL, 4.8 mmol) was cooled to 0° C., and treated with prenyl bromide (0.277 mL, 2.39 mmol). Following stirring for 7 h at ambient temperature the reaction mixture was made slightly acidic with 0.5M HCl and shaken with EtOAc. The organic phase was evaporated yielding 1. The mixture was subjected to column chromatography on silica gel (SiO2:hexane:EtOAc, 85... Reported procedure: A mixture of 2-chloro-pyrimidine (2.00 g, 17.46 mmol, 1.0 equiv), 4-amino-piperidine-1-carboxylic acid ethyl ester (3.61 g, 20.95 mmol, 1.2 equiv) and copper(I) bromide (0.25 g, 1.75 mmol, 0.1 equiv) in anhydrous DMAc (5 mL) and triethylamine (5 mL) was heated by microwave irradiation to 200° C. for 20 min. The organic phase was concentrated under reduced pressure and the residue extracted with ethyl acetate (3×50 mL). The combined organic phases were dried over MgSO4 and the product purified by... Product: C(C)OC(=O)N1CCC(CC1)NC1=NC=CC=N1 (4-(Pyrimidin-2-ylamino)-piperidine-1-carboxylic acid ethyl ester). RXN SMILES: Cl[C:2]1[N:7]=[CH:6][CH:5]=[CH:4][N:3]=1.[CH2:8]([O:10][C:11]([N:13]1[CH2:18][CH2:17][CH:16]([NH2:19])[CH2:15][CH2:14]1)=[O:12])[CH3:9]>CC(N(C)C)=O.C(N(CC)CC)C.[Cu]Br>[CH2:8]([O:10][C:11]([N:13]1[CH2:14][CH2:15][CH:16]([NH:19][C:2]2[N:7]=[CH:6][CH:5]=[CH:4][N:3]=2)[CH2:17][CH2:18]1)=[O:12])[CH3:9]. Starting materials: ClC1=NC=CC=N1 (2-chloro-pyrimidine), C(C)OC(=O)N1CCC(CC1)N (4-amino-piperidine-1-carboxylic acid ethyl ester). Run in CC(=O)N(C)C (DMAc), C(C)N(CC)CC (triethylamine). Reaction conditions: temperature 200 celsius. Reagents/catalysts: [Cu]Br (copper(I) bromide). The reactants are C(C)(=O)C1=CC=C(C=C1)N1C=CC(C=C1)=O (1-(4-acetyl-phenyl)-1H-pyridin-4-one), CC=1N=C(SC1C(C)=O)C=1SC=CC1 (1-(4-methyl-2-thiophen-2-yl-thiazol-5-yl)-ethanone), N (NH3). Yields the product C[C@H]1N(CCC1)CCC=1C=C2C=CC(=NC2=CC1)C1=CC=C(C=C1)N1C=CC(C=C1)=O (1-(4-[6-{2-((2R)-2-Methyl-pyrrolidin-1-yl)-ethyl]-quinolin-2-yl}-phenyl)-1H-pyridin-4-one). RXN SMILES: [C:1]([C:4]1[CH:9]=[CH:8][C:7]([N:10]2[CH:15]=[CH:14][C:13](=[O:16])[CH:12]=[CH:11]2)=[CH:6][CH:5]=1)(=O)[CH3:2].[CH3:17][C:18]1[N:19]=[C:20]([C:26]2S[CH:28]=[CH:29][CH:30]=2)S[C:22]=1[C:23](=O)[CH3:24].[NH3:31]>>[CH3:17][C@@H:18]1[CH2:22][CH2:23][CH2:24][N:19]1[CH2:20][CH2:26][C:30]1[CH:1]=[C:4]2[C:9](=[CH:28][CH:29]=1)[N:31]=[C:1]([C:4]1[CH:9]=[CH:8][C:7]([N:10]3[CH:15]=[CH:14][C:13](=[O:16])[CH:12]=[CH:11]3)=[CH:6][CH:5]=1)[CH:2]=[CH:5]2. Procedure: The title compound was prepared using the procedure described in Example 1G using 1-(4-acetyl-phenyl)-1H-pyridin-4-one for 1-(4-methyl-2-thiophen-2-yl-thiazol-5-yl)-ethanone. 1H NMR (300 MHz, CDCl3) δ 1.15 (d, J=6.10 Hz, 3H), 1.49 (m, 1H), 1.78 (m, 2H), 1.95 (m, 1H), 2.27 (m, 1H), 2.43 (m, 2H), 3.05 (m, 2H), 3.16 (m, 1H), 3.31 (m, 1H), 6.54 (d, J=7.80 Hz, 2H), 7.49 (d, J=8.48 Hz, 2H), 7.66 (m, 4H), 7.87 (d, J=8.81 Hz, 1H), 8.10 (d, J=8.48 Hz, 1H), 8.22 (d, J=8.48 Hz, 1H), 8.33 (d, J=8.48 Hz, 2H)...